This data is from the Open Reaction Database (ORD), a public repository of structured organic reaction records. The task is: describe an organic reaction: reactants, conditions, products, and yield Starting materials: BrC1=C(C=CC=C1)I (2-bromo iodobenzene), C(=O)C1=CC=C(C=C1)B(O)O (4-formylbenzeneboronic acid), C(=O)([O-])[O-].[Na+].[Na+] (Na2CO3), O1CCOCC1 (p-dioxane). The reagents and catalysts are C(C)(=O)[O-].[Pd+2].C(C)(=O)[O-] (palladium (II) acetate). Run in O (water). Conditions: time 16 hour. Yields the product BrC1=C(C=CC=C1)C1=CC=C(C=O)C=C1 (4-(2'-Bromophenyl)benzaldehyde). Reaction SMILES: [CH:1]([C:3]1[CH:8]=[CH:7][C:6](B(O)O)=[CH:5][CH:4]=1)=[O:2].C([O-])([O-])=O.[Na+].[Na+].O1CCOCC1.[Br:24][C:25]1[CH:30]=[CH:29][CH:28]=[CH:27][C:26]=1I>O.C([O-])(=O)C.[Pd+2].C([O-])(=O)C>[Br:24][C:25]1[CH:30]=[CH:29][CH:28]=[CH:27][C:26]=1[C:6]1[CH:7]=[CH:8][C:3]([CH:1]=[O:2])=[CH:4][CH:5]=1 |f:1.2.3,7.8.9|. Procedure details: To a solution of 4-formylbenzeneboronic acid (1.19 g, 7.96 mmol) and Na2CO3 (1.68 g, 15.8 mmol) in water (60 mL) was added p-dioxane (60 mL). This mixture was treated sequentially with 2-bromo iodobenzene (2.25 g, 7.95 mmol) and palladium (II) acetate (159 mg, 0.708 mmol) and allowed to stir at ambient temperature for 16 hours. The solvent was evaporated in vacuo. To the residue was added EtOAc (400 mL) and water (300 mL). The aqueous layer was extracted with EtOAc (2×200 mL). The organic extrac... The reactants are CC(C)(C)[O-], CN1CCCC1=O, FC(F)(F)c1ccc(-c2cc(Cl)ccn2)cc1, [K+], Oc1ccc2cccnc2c1. The product is FC(F)(F)c1ccc(-c2cc(Oc3ccc4cccnc4c3)ccn2)cc1. RXN SMILES: [CH3:29][C:30]([CH3:31])([O-:32])[CH3:33].[CH3:35][N:36]1[CH2:37][CH2:38][CH2:39][C:40]1=[O:41].[Cl:1][c:2]1[cH:3][c:4](-[c:8]2[cH:9][cH:10][c:11]([C:14]([F:15])([F:16])[F:17])[cH:12][cH:13]2)[n:5][cH:6][cH:7]1.[K+:34].[OH:18][c:19]1[cH:20][cH:21][c:22]2[cH:23][cH:24][cH:25][n:26][c:27]2[cH:28]1>>[c:2]1([O:18][c:19]2[cH:20][cH:21][c:22]3[cH:23][cH:24][cH:25][n:26][c:27]3[cH:28]2)[cH:3][c:4](-[c:8]2[cH:9][cH:10][c:11]([C:14]([F:15])([F:16])[F:17])[cH:12][cH:13]2)[n:5][cH:6][cH:7]1.